Dataset: the Open Reaction Database (ORD), a public repository of structured organic reaction records. Task: describe an organic reaction: reactants, conditions, products, and yield Reaction SMILES: [CH:29]([OH:30])([CH3:31])[CH3:32].[Cl:13][c:14]1[cH:15][c:16]([NH2:17])[cH:18][cH:19][c:20]1[O:21][CH2:22][c:23]1[n:24][cH:25][cH:26][cH:27][cH:28]1.[Cl:1][c:2]1[n:3][cH:4][n:5][c:6]2[cH:7][cH:8][cH:9][c:10]([F:12])[c:11]12>>[c:2]1([NH:17][c:16]2[cH:15][c:14]([Cl:13])[c:20]([O:21][CH2:22][c:23]3[n:24][cH:25][cH:26][cH:27][cH:28]3)[cH:19][cH:18]2)[n:3][cH:4][n:5][c:6]2[cH:7][cH:8][cH:9][c:10]([F:12])[c:11]12. Starting materials: CC(C)O, Nc1ccc(OCc2ccccn2)c(Cl)c1, Fc1cccc2ncnc(Cl)c12. The product is Fc1cccc2ncnc(Nc3ccc(OCc4ccccn4)c(Cl)c3)c12. Starting materials: C([O-])([O-])=O.[K+].[K+] (potassium carbonate), C(C1=CC=CC=C1)Br (benzyl bromide), CN1C(N(CC1)C)C=1SC=CC1C (1,3-Dimethyl-2-(3-methylthiophen-2-yl)imidazolidine), C(CCC)[Li].CCCCCC (n-butyllithium hexane), C(=O)=O (Dry ice). The solvent is CN(C=O)C (N,N-dimethylformamide), O1CCCC1 (tetrahydrofuran), O (Water). Reaction conditions: time 30 minute. Yields the product C(C1=CC=CC=C1)OC(=O)C=1SC(=C(C1)C)C=O (5-formyl-4-methylthiophene-2-carboxylic acid benzyl ester). Reaction SMILES: CN1CCN(C)[CH:3]1[C:8]1[S:9][CH:10]=[CH:11][C:12]=1[CH3:13].C([Li])CCC.CCCCCC.[C:25](=[O:27])=[O:26].C(=O)([O-])[O-:29].[K+].[K+].[CH2:34](Br)[C:35]1[CH:40]=[CH:39][CH:38]=[CH:37][CH:36]=1>O1CCCC1.O.CN(C)C=O>[CH2:34]([O:26][C:25]([C:10]1[S:9][C:8]([CH:3]=[O:29])=[C:12]([CH3:13])[CH:11]=1)=[O:27])[C:35]1[CH:40]=[CH:39][CH:38]=[CH:37][CH:36]=1 |f:1.2,4.5.6|. Procedure details: 1,3-Dimethyl-2-(3-methylthiophen-2-yl)imidazolidine (3.1 g, 15.8 mmol) obtained in step 1 was dissolved in tetrahydrofuran (80 mL), 2.76N n-butyllithium/hexane solution (6.9 mL) was added dropwise at −78° C., and the mixture was stirred for 30 minutes. Dry ice was added to the reaction mixture, and the mixture was stirred at room temperature for 1 hour. The solvent was evaporated under reduced pressure, N,N-dimethylformamide (80 mL), potassium carbonate (6.54 g, 47.4 mmol), and benzyl bromide (8... Starting materials: O.NN (Hydrazine monohydrate), CC(C)(C)C=1C=C(C=C(C1O)C(C)(C)C)SCCC(=O)OC (methyl 3-[[3,5-bis-(1,1-dimethylethyl)-4-hydroxyphenyl]thio]propanoate). Solvent: CO (methanol), C(C)(=O)OCC (ethyl acetate). Product: CC(C)(C)C=1C=C(C=C(C1O)C(C)(C)C)SCCC(=O)NN (3-[[3,5-bis(1,1-dimethylethyl)-4-hydroxyphenyl]thio]propanoic acid hydrazide). Isolated yield 68.5%. RXN SMILES: O.[NH2:2][NH2:3].[CH3:4][C:5]([C:8]1[CH:9]=[C:10]([S:19][CH2:20][CH2:21][C:22]([O:24]C)=O)[CH:11]=[C:12]([C:15]([CH3:18])([CH3:17])[CH3:16])[C:13]=1[OH:14])([CH3:7])[CH3:6]>CO.C(OCC)(=O)C>[CH3:4][C:5]([C:8]1[CH:9]=[C:10]([S:19][CH2:20][CH2:21][C:22]([NH:2][NH2:3])=[O:24])[CH:11]=[C:12]([C:15]([CH3:18])([CH3:17])[CH3:16])[C:13]=1[OH:14])([CH3:7])[CH3:6] |f:0.1|. Procedure details: Hydrazine monohydrate (16 mL, 324 mmol) is added to a room temperature solution of methyl 3-[[3,5-bis-(1,1-dimethylethyl)-4-hydroxyphenyl]thio]propanoate (3.5 g, 10.8 mMol) in methanol (110 mL). The reaction mixture is heated at reflux for 2 hours, then cooled, diluted with ethyl acetate and washed six times with water and once with brine. Drying the organic phase over magnesium sulfate and evaporation provides a crude solid which is chromatographed on a column of silica with methanol/chloroform... Starting materials: OCCO, CCOC(=O)c1nc(-c2cc(Cl)c(OC)c(OC)c2)cs1, N. The product is COc1cc(-c2csc(C(N)=O)n2)cc(Cl)c1OC. As a reaction SMILES: [CH2:23]([OH:24])[CH2:25][OH:26].[Cl:1][c:2]1[cH:3][c:4](-[c:12]2[n:13][c:14]([C:17]([O:19][CH2:18][CH3:20])=[O:21])[s:15][cH:16]2)[cH:5][c:6]([O:10][CH3:11])[c:7]1[O:8][CH3:9].[NH3:22]>>[Cl:1][c:2]1[cH:3][c:4](-[c:12]2[n:13][c:14]([C:17](=[O:19])[NH2:22])[s:15][cH:16]2)[cH:5][c:6]([O:10][CH3:11])[c:7]1[O:8][CH3:9].